This data is from the Open Reaction Database (ORD), a public repository of structured organic reaction records. The task is: describe an organic reaction: reactants, conditions, products, and yield Reactants: 13.9, C1(=CC=CC=C1)C(N1CCNCC1)C1=CC=CC=C1 (1-(diphenylmethyl)piperazine), BrCC(=O)C1=CC(=C(C=C1)Cl)[N+](=O)[O-] (2-bromo-1-(4-chloro-3-nitrophenyl)ethanone). Run in CC(C)=O (2-propanone). Run at time 30 minute. The product is Cl.Cl.ClC1=C(C=C(C=C1)C(CN1CCN(CC1)C(C1=CC=CC=C1)C1=CC=CC=C1)=O)[N+](=O)[O-] (1-(4-chloro-3-nitrophenyl)-2-[4-(diphenylmethyl)-1-piperazinyl]ethanone dihydrochloride). RXN SMILES: [C:1]1([CH:7]([C:14]2[CH:19]=[CH:18][CH:17]=[CH:16][CH:15]=2)[N:8]2[CH2:13][CH2:12][NH:11][CH2:10][CH2:9]2)[CH:6]=[CH:5][CH:4]=[CH:3][CH:2]=1.Br[CH2:21][C:22]([C:24]1[CH:29]=[CH:28][C:27]([Cl:30])=[C:26]([N+:31]([O-:33])=[O:32])[CH:25]=1)=[O:23]>CC(=O)C>[ClH:30].[ClH:30].[Cl:30][C:27]1[CH:28]=[CH:29][C:24]([C:22](=[O:23])[CH2:21][N:11]2[CH2:10][CH2:9][N:8]([CH:7]([C:1]3[CH:2]=[CH:3][CH:4]=[CH:5][CH:6]=3)[C:14]3[CH:19]=[CH:18][CH:17]=[CH:16][CH:15]=3)[CH2:13][CH2:12]2)=[CH:25][C:26]=1[N+:31]([O-:33])=[O:32] |f:3.4.5|. Procedure: A mixture of 13.9 parts of 1-(diphenylmethyl)piperazine, 8.35 parts of 2-bromo-1-(4-chloro-3-nitrophenyl)ethanone and 40 parts of 2-propanone is stirred for 30 minutes at room temperature. The formed precipitate is filtered off and 210 parts of 2,2'-oxybispropane are added to the filtrate. The whole is treated with activated charcoal. The latter is filtered off and an excess of 2-propanol, previously saturated with gaseous hydrogen chloride, is added to the filtrate. The formed hydrochloride sal... The reactants are BrC(C(CCBr)F)(F)F (1,4-dibromo-1,1,2-trifluorobutane), SC=1OC2=C(N1)C=CC=C2 (2-mercapto benzoxazole). Yields the product FC(=CCCSC=1OC2=C(N1)C=CC=C2)F (2-(4,4-Difluorobut-3-enyl)thiobenzoxazole). Reaction SMILES: Br[C:2]([F:9])([F:8])[CH:3](F)[CH2:4][CH2:5]Br.[SH:10][C:11]1[O:12][C:13]2[CH:19]=[CH:18][CH:17]=[CH:16][C:14]=2[N:15]=1>>[F:8][C:2]([F:9])=[CH:3][CH2:4][CH2:5][S:10][C:11]1[O:12][C:13]2[CH:19]=[CH:18][CH:17]=[CH:16][C:14]=2[N:15]=1. Procedure details: To the solution of 4-bromo-1,1-difluorobut-1-ene prepared in Example 6 was added potassium carbonate (10.76 g) and 2-mercaptobenzthiazole (9.18 g). The mixture was stirred at 55° C. for 6 hours and then at room temperature overnight. Gas-liquid chromatography of a sample of the reaction mixture showed that a small amount of 4-bromo-1,1-difluorobut-1-ene remained. More potassium carbonate (1.0 g) was added and the mixture heated for another two and a half hours at 55° C., when all of the bromo co...